The task is: describe an organic reaction: reactants, conditions, products, and yield. This data is from the Open Reaction Database (ORD), a public repository of structured organic reaction records. The reactants are CCCBr, CC(C)C(O)(c1ccc2cc(O)ccc2c1)c1cn(C(c2ccccc2)(c2ccccc2)c2ccccc2)cn1. Product: CCCOc1ccc2cc(C(O)(c3cn(C(c4ccccc4)(c4ccccc4)c4ccccc4)cn3)C(C)C)ccc2c1. RXN SMILES: [Br:41][CH2:42][CH2:43][CH3:44].[OH:1][c:2]1[cH:3][c:4]2[cH:5][cH:6][c:7]([C:12]([CH:13]([CH3:14])[CH3:15])([OH:16])[c:17]3[n:18][cH:19][n:20]([C:22]([c:23]4[cH:24][cH:25][cH:26][cH:27][cH:28]4)([c:29]4[cH:30][cH:31][cH:32][cH:33][cH:34]4)[c:35]4[cH:36][cH:37][cH:38][cH:39][cH:40]4)[cH:21]3)[cH:8][c:9]2[cH:10][cH:11]1>>[O:1]([c:2]1[cH:3][c:4]2[cH:5][cH:6][c:7]([C:12]([CH:13]([CH3:14])[CH3:15])([OH:16])[c:17]3[n:18][cH:19][n:20]([C:22]([c:23]4[cH:24][cH:25][cH:26][cH:27][cH:28]4)([c:29]4[cH:30][cH:31][cH:32][cH:33][cH:34]4)[c:35]4[cH:36][cH:37][cH:38][cH:39][cH:40]4)[cH:21]3)[cH:8][c:9]2[cH:10][cH:11]1)[CH2:42][CH2:43][CH3:44]. The solvent is C(C)N(CC)CC (triethylamine), N1=CC=CC=C1 (pyridine). Reagents/catalysts: Cl[Pd]([P](C1=CC=CC=C1)(C2=CC=CC=C2)C3=CC=CC=C3)([P](C4=CC=CC=C4)(C5=CC=CC=C5)C6=CC=CC=C6)Cl (dichlorobis(triphenylphosphine)palladium). Yields the product C(#C)C1=CC=C(C(=O)Cl)C=C1 (4-ethynylbenzoyl chloride), C[Si](C)(C)C#CC1=CC=C(C(=O)O)C=C1 (4-trimethylsilylethynylbenzoic acid). Reported procedure: An alternate and more direct approach to the preparation of the ethynylbenzoate-terminated PS involved the reaction of the hydroxy-terminated PS with 4-ethynylbenzoyl chloride as in Eq. 2. The 4-ethynylbenzoyl chloride was prepared as follows: 4-Bromobenzoic acid (11.0 g, 0.055 mole; source, Aldrich Chemical Company), dichlorobis(triphenylphosphine)palladium (0.3 g; source, Strem Chemical, Inc.), pyridine (60 ml), triethylamine (40 ml), and trimethylsilylacetylene (8.3 g, 0.085 mole; source, Sil... Starting materials: Cl (hydrochloric acid), [Br-].C(C)[NH+](CC)CC (triethylammonium bromide), C(#C)OC(C1=CC=CC=C1)=O (ethynylbenzoate), BrC1=CC=C(C(=O)O)C=C1 (4-Bromobenzoic acid), C[Si](C)(C)C#C (trimethylsilylacetylene). As a reaction SMILES: C(O[C:4](=[O:11])[C:5]1[CH:10]=[CH:9][CH:8]=[CH:7][CH:6]=1)#C.Br[C:13]1[CH:21]=[CH:20][C:16]([C:17]([OH:19])=[O:18])=[CH:15][CH:14]=1.[CH3:22][Si:23]([C:26]#[CH:27])([CH3:25])[CH3:24].[Br-].C([NH+](CC)CC)C.[ClH:36]>Cl[Pd](Cl)([P](C1C=CC=CC=1)(C1C=CC=CC=1)C1C=CC=CC=1)[P](C1C=CC=CC=1)(C1C=CC=CC=1)C1C=CC=CC=1.C(N(CC)CC)C.N1C=CC=CC=1>[C:21]([C:8]1[CH:7]=[CH:6][C:5]([C:4]([Cl:36])=[O:11])=[CH:10][CH:9]=1)#[CH:13].[CH3:22][Si:23]([C:26]#[C:27][C:13]1[CH:21]=[CH:20][C:16]([C:17]([OH:19])=[O:18])=[CH:15][CH:14]=1)([CH3:25])[CH3:24] |f:3.4,^1:39,58|.